Dataset: the Open Reaction Database (ORD), a public repository of structured organic reaction records. Task: describe an organic reaction: reactants, conditions, products, and yield Procedure: Methyl 5-(3,4-dimethoxybenzoyl)pyrrole-3-carboxylate (3.7 g.) was refluxed with 40 ml. of methanol and 40 ml. of 1 N sodium hydroxide for 2 hours and isolated by the procedure of Example 73. Recrystallization from methanol gave purified 5-(3,5-dimethoxybenzoyl)pyrrole-3-carboxylic acid (1.5 g., m.p. 267°-269° C.). Starting materials: COC=1C=C(C(=O)C2=CC(=CN2)C(=O)OC)C=CC1OC (Methyl 5-(3,4-dimethoxybenzoyl)pyrrole-3-carboxylate), [OH-].[Na+] (sodium hydroxide), CO (methanol). Yields the product COC=1C=C(C(=O)C2=CC(=CN2)C(=O)O)C=C(C1)OC (5-(3,5-Dimethoxybenzoyl)pyrrole-3-carboxylic Acid). RXN SMILES: [CH3:1][O:2][C:3]1[CH:4]=[C:5]([CH:17]=[CH:18][C:19]=1OC)[C:6]([C:8]1[NH:12][CH:11]=[C:10]([C:13]([O:15]C)=[O:14])[CH:9]=1)=[O:7].[OH-:22].[Na+].[CH3:24]O>>[CH3:24][O:22][C:18]1[CH:17]=[C:5]([CH:4]=[C:3]([O:2][CH3:1])[CH:19]=1)[C:6]([C:8]1[NH:12][CH:11]=[C:10]([C:13]([OH:15])=[O:14])[CH:9]=1)=[O:7] |f:1.2|. Starting materials: C(=O)C=1N=C(NC1C=1C(=CC(=C(C(=O)OC)C1)C)C)C (methyl 5-(4-formyl-2-methyl-1H-imidazol-5-yl)-2,4-dimethylbenzoate), C(=O)C=1N=C(NC1C=1C(=CC(=C(C(=O)OC)C1)C)C)C (methyl 5-(4-formyl-2-methyl-1H-imidazol-5-yl)-2,4-dimethylbenzoate), [BH4-].[Na+] (NaBH4). Procedure details: Into a 50-mL round-bottom flask, was placed a solution of methyl 5-(4-formyl-2-methyl-1H-imidazol-5-yl)-2,4-dimethylbenzoate (compound 236.2, 400 mg, 1.47 mmol) in methanol (20 mL). This was followed by the addition of NaBH4 (100 mg, 2.64 mmol) in several batches at 0° C. The reaction mixture was stirred for 1 h at room temperature, then was used for next step directly. RXN SMILES: [CH:1]([C:3]1[N:4]=[C:5]([CH3:20])[NH:6][C:7]=1[C:8]1[C:9]([CH3:19])=[CH:10][C:11]([CH3:18])=[C:12]([CH:17]=1)[C:13]([O:15][CH3:16])=[O:14])=[O:2].[BH4-].[Na+]>CO>[OH:2][CH2:1][C:3]1[N:4]=[C:5]([CH3:20])[NH:6][C:7]=1[C:8]1[C:9]([CH3:19])=[CH:10][C:11]([CH3:18])=[C:12]([CH:17]=1)[C:13]([O:15][CH3:16])=[O:14] |f:1.2|. Product: OCC=1N=C(NC1C=1C(=CC(=C(C(=O)OC)C1)C)C)C (Methyl 5-(4-(hydroxymethyl)-2-methyl-1H-imidazol-5-yl)-2,4-dimethylbenzoate). The solvent is CO (methanol). Reaction conditions: time 1 hour. The reactants are ClCC1=CC(=NO1)C1CC1 (5-chloromethyl-3-cyclopropylisoxazole), ClC1=CC=CC(=N1)OC1=CC=C(C=C1)O (4-(6-chloro-2-pyridinyloxy)-phenol), [H-].[Na+] (sodium hydride), [H][H] (hydrogen), ice water. Run in CN(C=O)C (dimethylformamide), CN(C=O)C (dimethylformamide), CN(C=O)C (dimethylformamide). Run at temperature 50 celsius, time 30 minute. Yields the product ClC1=CC=CC(=N1)OC1=CC=C(OCC2=CC(=NO2)C2CC2)C=C1 (5-[4-(6-chloro-2-pyridinyloxy)-phenoxymethyl]3-cyclopropylisoxazole). Isolated yield 78.6%. Reaction SMILES: [Cl:1][C:2]1[N:7]=[C:6]([O:8][C:9]2[CH:14]=[CH:13][C:12]([OH:15])=[CH:11][CH:10]=2)[CH:5]=[CH:4][CH:3]=1.[H-].[Na+].[H][H].Cl[CH2:21][C:22]1[O:26][N:25]=[C:24]([CH:27]2[CH2:29][CH2:28]2)[CH:23]=1>CN(C)C=O>[Cl:1][C:2]1[N:7]=[C:6]([O:8][C:9]2[CH:14]=[CH:13][C:12]([O:15][CH2:21][C:22]3[O:26][N:25]=[C:24]([CH:27]4[CH2:29][CH2:28]4)[CH:23]=3)=[CH:11][CH:10]=2)[CH:5]=[CH:4][CH:3]=1 |f:1.2|. Reported procedure: At room temperature (about 20° C.), 11.1 g of 4-(6-chloro-2-pyridinyloxy)-phenol in 100 ml of anhydrous dimethylformamide is dripped into 1.3 g of 100% strength sodium hydride in 40 ml of anhydrous dimethylformamide. To complete the exothermic reaction (evolution of hydrogen) the mixture is stirred for 30 minutes at 50° C. At room temperature, 7.9 g of 5-chloromethyl-3-cyclopropylisoxazole in 30 ml of anhydrous dimethylformamide is then dripped in. The mixture is stirred for 2 hours at 60° C. an... Starting materials: ClC1=C(C(C2=CC=CC=C2)O)C=CC(=C1)Cl (2,4-dichlorobenzhydrol), C(CC(=O)N)(=O)N (malonamide), B(F)(F)F (BF3). Product: ClC1=C(C(C2=CC=CC=C2)C(C(=O)N)C(=O)N)C=CC(=C1)Cl (2,4-dichlorobenzhydrylmalonamide). As a reaction SMILES: [Cl:1][C:2]1[CH:15]=[C:14]([Cl:16])[CH:13]=[CH:12][C:3]=1[CH:4](O)[C:5]1[CH:10]=[CH:9][CH:8]=[CH:7][CH:6]=1.[C:17]([NH2:23])(=[O:22])[CH2:18][C:19]([NH2:21])=[O:20].B(F)(F)F>>[Cl:1][C:2]1[CH:15]=[C:14]([Cl:16])[CH:13]=[CH:12][C:3]=1[CH:4]([CH:18]([C:17]([NH2:23])=[O:22])[C:19]([NH2:21])=[O:20])[C:5]1[CH:10]=[CH:9][CH:8]=[CH:7][CH:6]=1. Procedure details: Another method of preparation is accomplished by the reaction of 2,4-dichlorobenzhydrol with malonamide in the presence of acid and BF3 to yield 2,4-dichlorobenzhydrylmalonamide which in turn is allowed to react with formamide in the presence of dimethyl sulfoxide and base to yield 4,6-dihydroxy-5-(2,4-dichlorobenzhydryl)pyrimidine. This dihydroxy compound is allowed to react with excess phosphorus oxychloride to yield the 4,6-dichloro-5-(2,4-dichlorobenzhydryl)pyrimidine. The reactants are O=C([O-])[O-], COC(=O)c1cc(O)ccc1C, CCOC(C)=O, [K+], [K+], CN(C)C=O, Cn1ccc2cc(-c3c(F)cc4c(nc(S(C)(=O)=O)n4Cc4ccc(-c5ccccc5)cc4)c3F)ccc21. Yields the product COC(=O)c1cc(Oc2nc3c(F)c(-c4ccc5c(ccn5C)c4)c(F)cc3n2Cc2ccc(-c3ccccc3)cc2)ccc1C. As a reaction SMILES: [C:51](=[O:52])([O-:53])[O-:54].[CH3:39][O:40][C:41]([c:42]1[c:43]([CH3:49])[cH:44][cH:45][c:46]([OH:48])[cH:47]1)=[O:50].[CH3:62][CH2:63][O:64][C:65]([CH3:66])=[O:67].[K+:55].[K+:56].[O:57]=[CH:58][N:59]([CH3:60])[CH3:61].[c:1]1(-[c:33]2[cH:34][cH:35][cH:36][cH:37][cH:38]2)[cH:2][cH:3][c:4]([CH2:7][n:8]2[c:9]([S:29]([CH3:30])(=[O:31])=[O:32])[n:10][c:11]3[c:12]2[cH:13][c:14]([F:28])[c:15](-[c:18]2[cH:19][c:20]4[cH:21][cH:22][n:23]([CH3:27])[c:24]4[cH:25][cH:26]2)[c:16]3[F:17])[cH:5][cH:6]1>>[c:1]1(-[c:33]2[cH:34][cH:35][cH:36][cH:37][cH:38]2)[cH:2][cH:3][c:4]([CH2:7][n:8]2[c:9]([O:48][c:46]3[cH:45][cH:44][c:43]([CH3:49])[c:42]([C:41]([O:40][CH3:39])=[O:50])[cH:47]3)[n:10][c:11]3[c:12]2[cH:13][c:14]([F:28])[c:15](-[c:18]2[cH:19][c:20]4[cH:21][cH:22][n:23]([CH3:27])[c:24]4[cH:25][cH:26]2)[c:16]3[F:17])[cH:5][cH:6]1. Reagents/catalysts: [Pd] (Pd/C). RXN SMILES: [C:1]([O:5][C:6]([NH:8][CH2:9][C:10]1[CH:15]=[CH:14][C:13]([NH:16][C:17]2[N:22]=[C:21]([C:23]#[C:24][C:25]3[CH:30]=[CH:29][CH:28]=[CH:27][C:26]=3[CH2:31][C:32]([O:34][CH3:35])=[O:33])[C:20]([C:36]([F:39])([F:38])[F:37])=[CH:19][N:18]=2)=[CH:12][CH:11]=1)=[O:7])([CH3:4])([CH3:3])[CH3:2]>CN(C=O)C.CCN(CC)CC.[Pd]>[C:1]([O:5][C:6]([NH:8][CH2:9][C:10]1[CH:11]=[CH:12][C:13]([NH:16][C:17]2[N:22]=[C:21]([CH2:23][CH2:24][C:25]3[CH:30]=[CH:29][CH:28]=[CH:27][C:26]=3[CH2:31][C:32]([O:34][CH3:35])=[O:33])[C:20]([C:36]([F:38])([F:39])[F:37])=[CH:19][N:18]=2)=[CH:14][CH:15]=1)=[O:7])([CH3:4])([CH3:2])[CH3:3]. Conditions: time 16 hour. Reported procedure: A suspension of 10% Pd/C (200 mg) and methyl 2-(2-((2-((4-(((tert-butoxycarbonyl)amino)methyl)phenyl)amino)-5-(trifluoromethyl)pyrimidin-4-yl)ethynyl)phenyl)acetate (A13) (412 mg, 0.762 mmol) in DMF (5 mL) and Et3N (1 mL) was stirred under a hydrogen atmosphere at room temperature for 16 h. The resulting mixture was filtered through Celite, washing with EtOAc (200 mL) then the combined filtrates were evaporated in vacuo to give the title compound A14 as a white solid (306 mg, 74%); 1H NMR (400 M... The yield is 74.0%. Starting materials: C(C)(C)(C)OC(=O)NCC1=CC=C(C=C1)NC1=NC=C(C(=N1)C#CC1=C(C=CC=C1)CC(=O)OC)C(F)(F)F (methyl 2-(2-((2-((4-(((tert-butoxycarbonyl)amino)methyl)phenyl)amino)-5-(trifluoromethyl)pyrimidin-4-yl)ethynyl)phenyl)acetate). Run in CN(C)C=O (DMF), CCN(CC)CC (Et3N). Yields the product C(C)(C)(C)OC(=O)NCC1=CC=C(C=C1)NC1=NC=C(C(=N1)CCC1=C(C=CC=C1)CC(=O)OC)C(F)(F)F (Methyl 2-(2-(2-(2-((4-(((tert-butoxycarbonyl)amino)methyl)phenyl)amino)-5-(trifluoromethyl)pyrimidin-4-yl)ethyl)phenyl)acetate), solid.